This data is from the Open Reaction Database (ORD), a public repository of structured organic reaction records. The task is: describe an organic reaction: reactants, conditions, products, and yield Reactants: N#Cc1cc(C(=O)O)ccc1Cl, C[Si](C)(C)C=[N+]=[N-], CO. The product is COC(=O)c1ccc(Cl)c(C#N)c1. Reaction SMILES: [C:1](#[N:2])[c:3]1[cH:4][c:5]([C:6](=[O:7])[OH:8])[cH:9][cH:10][c:11]1[Cl:12].[CH3:13][Si:14]([CH:15]=[N+:16]=[N-:17])([CH3:18])[CH3:19].[CH3:20][OH:21]>>[C:1](#[N:2])[c:3]1[cH:4][c:5]([C:6]([O:7][CH3:13])=[O:8])[cH:9][cH:10][c:11]1[Cl:12].